Task: describe an organic reaction: reactants, conditions, products, and yield. Dataset: the Open Reaction Database (ORD), a public repository of structured organic reaction records Reactants: C[N+](C)(C)Cc1ccccc1, CCO, [Cl-], O=Cc1ccc(OC(F)(F)F)cc1, N#CCC#N, [Na+], [OH-]. Product: N#CC(C#N)=Cc1ccc(OC(F)(F)F)cc1. RXN SMILES: [CH2:25]([N+:26]([CH3:27])([CH3:28])[CH3:29])[c:30]1[cH:31][cH:32][cH:33][cH:34][cH:35]1.[CH3:21][CH2:22][OH:23].[Cl-:20].[F:1][C:2]([O:3][c:4]1[cH:5][cH:6][c:7]([CH:8]=[O:9])[cH:10][cH:11]1)([F:12])[F:13].[N:14]#[C:15][CH2:16][C:17]#[N:18].[Na+:19].[OH-:24]>>[F:1][C:2]([O:3][c:4]1[cH:5][cH:6][c:7]([CH:8]=[C:16]([C:15]#[N:14])[C:17]#[N:18])[cH:10][cH:11]1)([F:12])[F:13]. The reactants are FC(OC1=CC2=C(N=C(S2)N)C=C1[N+](=O)[O-])(F)F (6-Trifluoromethoxy-5-nitro-2-benzothiazolamine), C(C)O (ethanol), Cl (hydrochloric acid), N (ammonia). The reagents and catalysts are [Fe] (iron). Run in O (water). Product: FC(OC1=CC2=C(N=C(S2)N)C=C1N)(F)F (6-Trifluoromethoxy-2,5-benzothiazolediamine). The yield is 62.2%. As a reaction SMILES: [F:1][C:2]([F:18])([F:17])[O:3][C:4]1[C:13]([N+:14]([O-])=O)=[CH:12][C:7]2[N:8]=[C:9]([NH2:11])[S:10][C:6]=2[CH:5]=1.C(O)C.Cl.N>[Fe].O>[F:18][C:2]([F:1])([F:17])[O:3][C:4]1[C:13]([NH2:14])=[CH:12][C:7]2[N:8]=[C:9]([NH2:11])[S:10][C:6]=2[CH:5]=1. Procedure: 6-Trifluoromethoxy-5-nitro-2-benzothiazolamine (7.2 g), ethanol (25 cc), water (25 cc), iron powder (8.7 g) and concentrated hydrochloric acid (d=1.19) (1.1 cc) are heated to reflux for 2 hours. After returning to a temperature in the region of 20° C., the mixture is alkalinized with 28% strength ammonia solution (10 cc) and extracted 4 times with ethyl acetate (350 cc in total). The organic solution is evaporated at 50° C. under reduced pressure (20 mm Hg; 2.7 kPa). The product obtained (6.4 g)... Starting materials: C(C1=CC=CC=C1)N1CC(C(C1)OC1=CC=CC2=CC=CC=C12)O (1-benzyl-4-(1-naphthoxy)-3-pyrrolidinol). The reagents and catalysts are [Pd] (palladium-on-charcoal). Solvent: C(C)O (ethanol). Product: C1(=CC=CC2=CC=CC=C12)O[C@H]1[C@@H](CNC1)O (Trans-4-(1-naphthalenyloxy)-3-pyrrolidinol). As a reaction SMILES: C([N:8]1[CH2:12][CH:11]([O:13][C:14]2[C:23]3[C:18](=[CH:19][CH:20]=[CH:21][CH:22]=3)[CH:17]=[CH:16][CH:15]=2)[CH:10]([OH:24])[CH2:9]1)C1C=CC=CC=1>[Pd].C(O)C>[C:14]1([O:13][C@@H:11]2[CH2:12][NH:8][CH2:9][C@H:10]2[OH:24])[C:23]2[C:18](=[CH:19][CH:20]=[CH:21][CH:22]=2)[CH:17]=[CH:16][CH:15]=1. Reported procedure: Eighteen grams of 1-benzyl-4-(1-naphthoxy)-3-pyrrolidinol in 200 ml. of ethanol was treated with ca. 2 g. of 10% palladium-on-charcoal under hydrogen at 60° C. for 20 hr. The mixture was cooled, filtered and ethanol removed. The residue was crystallized from benzene and had a melting point of 112°-115° C. Starting materials: C1(=CC=CC=C1)C=1N=C(OC1C1=CC=CC=C1)C1=CC=C(C=C1)F (4,5-diphenyl-2-(p-fluorophenyl)-1,3-oxazole), C1(=CC=CC=C1)O (phenol), C([O-])([O-])=O.[K+].[K+] (potassium carbonate), CN1C(CCC1)=O (N-methylpyrrolidone), CN1CCCC1=O (NMP). The solvent is O (water). The product is C1(=CC=CC=C1)C=1N=C(OC1C1=CC=CC=C1)C1=CC=C(C=C1)OC1=CC=CC=C1 (4,5-Diphenyl-2-(p-phenoxyphenyl)-1,3-oxazole). The yield is 97.9%. As a reaction SMILES: [C:1]1([C:7]2[N:8]=[C:9]([C:18]3[CH:23]=[CH:22][C:21](F)=[CH:20][CH:19]=3)[O:10][C:11]=2[C:12]2[CH:17]=[CH:16][CH:15]=[CH:14][CH:13]=2)[CH:6]=[CH:5][CH:4]=[CH:3][CH:2]=1.[C:25]1([OH:31])[CH:30]=[CH:29][CH:28]=[CH:27][CH:26]=1.C(=O)([O-])[O-].[K+].[K+].CN1CCCC1=O>O>[C:1]1([C:7]2[N:8]=[C:9]([C:18]3[CH:23]=[CH:22][C:21]([O:31][C:25]4[CH:30]=[CH:29][CH:28]=[CH:27][CH:26]=4)=[CH:20][CH:19]=3)[O:10][C:11]=2[C:12]2[CH:17]=[CH:16][CH:15]=[CH:14][CH:13]=2)[CH:6]=[CH:5][CH:4]=[CH:3][CH:2]=1 |f:2.3.4|. Procedure details: A mixture containing one gram (3.2 mmoles) of 4,5-diphenyl-2-(p-fluorophenyl)-1,3-oxazole, 1.2 g (12 mmoles) of phenol, 2 g (14.5 mmoles) of anhydrous potassium carbonate and 10 ml of N-methylpyrrolidone (hereinafter NMP) is stirred and refluxed under nitrogen atmosphere for 40 minutes when gas chromatograph analysis indicates the disappearance of the starting material and the formation of a new compound. The reaction mixture is cooled, diluted with 30 ml of water, and stirred for 30 minutes. Th... The reactants are COc1ccc(CN(Cc2ccc(OC)cc2)c2ncc(-c3nc(N4CCOCC4)nc4c3CCN4)cn2)cc1, Cc1cc(N2CCN(C)CC2)ccc1N, COc1ccc(CN(Cc2ccc(OC)cc2)c2ncc(-c3nc(N4CCOCC4)nc4c3CCN4C(=S)Nc3ccc(N4CCN(C)CC4)cc3C)cn2)cc1. Product: Cc1cc(N2CCN(C)CC2)ccc1NC(=S)N1CCc2c(-c3cnc(N)nc3)nc(N3CCOCC3)nc21. Reaction SMILES: [CH3:1][O:2][c:3]1[cH:4][cH:5][c:6]([CH2:7][N:8]([CH2:9][c:10]2[cH:11][cH:12][c:13]([O:14][CH3:15])[cH:16][cH:17]2)[c:18]2[n:19][cH:20][c:21](-[c:22]3[c:23]4[c:27]([n:28][c:29]([N:30]5[CH2:31][CH2:32][O:33][CH2:34][CH2:35]5)[n:36]3)[NH:26][CH2:25][CH2:24]4)[cH:37][n:38]2)[cH:39][cH:40]1.[CH3:41][c:42]1[cH:43][c:44]([N:45]2[CH2:46][CH2:47][N:48]([CH3:49])[CH2:50][CH2:51]2)[cH:52][cH:53][c:54]1[NH2:55].[CH3:56][c:57]1[c:58]([NH:70][C:71](=[S:72])[N:73]2[CH2:74][CH2:75][c:76]3[c:77]2[n:78][c:79]([N:107]2[CH2:108][CH2:109][O:110][CH2:111][CH2:112]2)[n:80][c:81]3-[c:82]2[cH:83][n:84][c:85]([N:88]([CH2:89][c:90]3[cH:91][cH:92][c:93]([O:94][CH3:95])[cH:96][cH:97]3)[CH2:98][c:99]3[cH:100][cH:101][c:102]([O:103][CH3:104])[cH:105][cH:106]3)[n:86][cH:87]2)[cH:59][cH:60][c:61]([N:63]2[CH2:64][CH2:65][N:66]([CH3:69])[CH2:67][CH2:68]2)[cH:62]1>>[CH3:56][c:57]1[c:58]([NH:70][C:71](=[S:72])[N:73]2[CH2:74][CH2:75][c:76]3[c:77]2[n:78][c:79]([N:107]2[CH2:108][CH2:109][O:110][CH2:111][CH2:112]2)[n:80][c:81]3-[c:82]2[cH:83][n:84][c:85]([NH2:88])[n:86][cH:87]2)[cH:59][cH:60][c:61]([N:63]2[CH2:64][CH2:65][N:66]([CH3:69])[CH2:67][CH2:68]2)[cH:62]1. Starting materials: OC1=C(C(C=CC2=CC(=C(C(=C2)OC)OCOC)OC)=O)C(=CC(=C1CC=C(C)C)OCOC)OCOC (2'-hydroxy-3,5-dimethoxy-4,4',6'-tris(methoxymethoxy)-3'-(3-methyl-2-butenyl)chalcone). Reagents/catalysts: [Pd] (palladium/carbon). Solvent: C(C)(=O)OCC (ethyl acetate). Yields the product OC1=C(C(=CC(=C1CCC(C)C)OCOC)OCOC)C(CCC1=CC(=C(C(=C1)OC)OCOC)OC)=O (1-[2-hydroxy-4,6-bis(methoxymethoxy)-3-isopentylphenyl]-3-(3,5-dimethoxy-4-methoxymethoxyphenyl)-1-propanone). The yield is 98.5%. RXN SMILES: [OH:1][C:2]1[C:25]([CH2:26][CH:27]=[C:28]([CH3:30])[CH3:29])=[C:24]([O:31][CH2:32][O:33][CH3:34])[CH:23]=[C:22]([O:35][CH2:36][O:37][CH3:38])[C:3]=1[C:4](=[O:21])[CH:5]=[CH:6][C:7]1[CH:12]=[C:11]([O:13][CH3:14])[C:10]([O:15][CH2:16][O:17][CH3:18])=[C:9]([O:19][CH3:20])[CH:8]=1>C(OCC)(=O)C.[Pd]>[OH:1][C:2]1[C:25]([CH2:26][CH2:27][CH:28]([CH3:30])[CH3:29])=[C:24]([O:31][CH2:32][O:33][CH3:34])[CH:23]=[C:22]([O:35][CH2:36][O:37][CH3:38])[C:3]=1[C:4](=[O:21])[CH2:5][CH2:6][C:7]1[CH:12]=[C:11]([O:13][CH3:14])[C:10]([O:15][CH2:16][O:17][CH3:18])=[C:9]([O:19][CH3:20])[CH:8]=1. Reported procedure: Then, 26.9 g of 2'-hydroxy-3,5-dimethoxy-4,4',6'-tris(methoxymethoxy)-3'-(3-methyl-2-butenyl)chalcone was dissolved in 400 ml of ethyl acetate, and catalytic reduction was carried out by using 5% palladium/carbon. The reaction liquid was filtered through Celite to obtain 26.7 g (yield=98.5%) of 1-[2-hydroxy-4,6-bis(methoxymethoxy)-3-isopentylphenyl]-3-(3,5-dimethoxy-4-methoxymethoxyphenyl)-1-propanone.